This data is from the Open Reaction Database (ORD), a public repository of structured organic reaction records. The task is: describe an organic reaction: reactants, conditions, products, and yield Starting materials: BrCc1ccccc1, CCOC(=O)Nc1cc(Cl)nc(Cl)c1[N+](=O)[O-], CC#N. Yields the product CCOC(=O)N(Cc1ccccc1)c1cc(Cl)nc(Cl)c1[N+](=O)[O-]. RXN SMILES: [Br:1][CH2:2][c:3]1[cH:4][cH:5][cH:6][cH:7][cH:8]1.[CH2:9]([CH3:10])[O:11][C:12]([NH:13][c:14]1[c:15]([N+:22](=[O:23])[O-:24])[c:16]([Cl:21])[n:17][c:18]([Cl:20])[cH:19]1)=[O:25].[CH3:26][C:27]#[N:28]>>[CH2:2]([c:3]1[cH:4][cH:5][cH:6][cH:7][cH:8]1)[N:13]([C:12]([O:11][CH2:9][CH3:10])=[O:25])[c:14]1[c:15]([N+:22](=[O:23])[O-:24])[c:16]([Cl:21])[n:17][c:18]([Cl:20])[cH:19]1. Reactants: COc1cc(C=O)cc(c1OC)[Br], CC1=CN=C(C=C1)N, [C-]#[N+]C1CCCCC1. Reagents/catalysts: O=C(O)C(F)(F)F (trifluoroacetic acid). Solvent: CC(C)O (isopropyl alcohol), CC(C)O (isopropylalcohol). Reaction conditions: temperature 22 celsius, time 20 hour. The product is Cc1ccc2nc(c3cc(c(c(c3)[Br])OC)OC)c(NC3CCCCC3)n2c1. Isolated yield 49.5%. RXN SMILES: CC1=CC=C(N)N=C1.[C-]#[N+]C1CCCCC1.COC1=C(OC)C(Br)=CC(C=O)=C1>>COC1=C(OC)C(Br)=CC(=C1)C1=C(NC2CCCCC2)N2C=C(C)C=CC2=N1. Reactants: CCO, C1=C(c2ccc3c(c2)OCO3)CCC2(C1)OCCO2. Product: c1cc2c(cc1C1CCC3(CC1)OCCO3)OCO2. As a reaction SMILES: [CH3:20][CH2:21][OH:22].[O:1]1[CH2:2][O:3][c:4]2[c:5]1[cH:6][cH:7][c:8]([C:10]1=[CH:11][CH2:12][C:13]3([O:14][CH2:15][CH2:16][O:17]3)[CH2:18][CH2:19]1)[cH:9]2>>[O:1]1[CH2:2][O:3][c:4]2[c:5]1[cH:6][cH:7][c:8]([CH:10]1[CH2:11][CH2:12][C:13]3([O:14][CH2:15][CH2:16][O:17]3)[CH2:18][CH2:19]1)[cH:9]2. Product: Cc1ccc(C(=O)C(C)C)cc1C. Reactants: [Al+3], CC(C)C(=O)Cl, Cc1ccccc1C, [Cl-], [Cl-], [Cl-], Cl, O. Reaction SMILES: [Al+3:16].[C:1]([CH:2]([CH3:3])[CH3:4])(=[O:5])[Cl:6].[CH3:7][c:8]1[cH:9][cH:10][cH:11][cH:12][c:13]1[CH3:14].[Cl-:15].[Cl-:17].[Cl-:18].[ClH:19].[OH2:20]>>[C:1]([CH:2]([CH3:3])[CH3:4])(=[O:5])[c:10]1[cH:9][c:8]([CH3:7])[c:13]([CH3:14])[cH:12][cH:11]1. Starting materials: C(C)(=O)O[C@H]1[C@H](OC2=CC(=CC=C2)C(C)=O)SC[C@H]([C@@H]1OC(C)=O)OC(C)=O (3-acetylphenyl 2,3,4-tri-O-acetyl-5-thio-β-D-xylopyranoside), solution, C[O-].[Na+] (sodium methylate). Solvent: CO (methanol), CO (methanol). Yields the product O([C@H]1[C@H](O)[C@@H](O)[C@H](O)CS1)C1=CC(=CC=C1)C(C)=O (3-acetylphenyl 5-thio-β-D-xylopyranoside). The yield is 84.9%. As a reaction SMILES: C([O:4][C@@H:5]1[C@@H:20]([O:21]C(=O)C)[C@H:19]([O:25]C(=O)C)[CH2:18][S:17][C@H:6]1[O:7][C:8]1[CH:13]=[CH:12][CH:11]=[C:10]([C:14](=[O:16])[CH3:15])[CH:9]=1)(=O)C.C[O-].[Na+]>CO>[O:7]([C:8]1[CH:13]=[CH:12][CH:11]=[C:10]([C:14](=[O:16])[CH3:15])[CH:9]=1)[C@@H:6]1[S:17][CH2:18][C@@H:19]([OH:25])[C@H:20]([OH:21])[C@H:5]1[OH:4] |f:1.2|. Procedure: If the procedure described in Preparation LXXXIV is followed starting from 1.36 g (3.3.10-3 mol) of 3-acetylphenyl 2,3,4-tri-O-acetyl-5-thio-β-D-xylopyranoside and 0.2 ml of a solution of sodium methylate in methanol (8% w/v of Na), reacted in 50 ml of methanol for 30 min, 0.8 g (yield: 85%) of the expected product is obtained after crystallization from an ethanol/ether mixture.